This data is from the Open Reaction Database (ORD), a public repository of structured organic reaction records. The task is: describe an organic reaction: reactants, conditions, products, and yield Reactants: C1CCOC1, CCOC(=O)c1nc(C(C)C)cs1, CO, Cl, [Li+], [OH-], O. The product is CC(C)c1csc(C(=O)O)n1. As a reaction SMILES: [CH2:17]1[O:18][CH2:19][CH2:20][CH2:21]1.[CH2:1]([CH3:2])[O:3][C:4](=[O:5])[c:6]1[s:7][cH:8][c:9]([CH:11]([CH3:12])[CH3:13])[n:10]1.[CH3:22][OH:23].[ClH:16].[Li+:15].[OH-:14].[OH2:24]>>[O:3]=[C:4]([OH:5])[c:6]1[s:7][cH:8][c:9]([CH:11]([CH3:12])[CH3:13])[n:10]1. Starting materials: NC1=CC=C(C=C1)CCOC=1C=CC2=C(N(C(=N2)COC2=CC=C(CC3C(NC(S3)=O)=O)C=C2)C)C1 (5-[4-[6-[2-(4-aminophenyl)ethoxy]-1-methyl-1H-benzimidazol-2-ylmethoxy]benzyl]thiazolidine-2,4-dione), FC(C1=CC=C(C=C1)N=C=O)(F)F (α,α,α-trifluoro-p-tolyl isocyanate). Run in CN(C=O)C (N,N-dimethylformamide). Run at time 2 hour. Product: O=C1SC(C(N1)=O)CC1=CC=C(OCC2=NC3=C(N2C)C=C(C=C3)OCCC3=CC=C(C=C3)NC(=O)NC3=CC=C(C=C3)C(F)(F)F)C=C1 (1-[4-(2-[2-[4-(2,4-Dioxothiazolidin-5-ylmethyl)phenoxymethyl]-1-methyl-1H-benzimidazol-6-yloxy]ethyl)phenyl]-3-[4-(trifluoromethyl)phenyl]urea). Isolated yield 72.9%. Reaction SMILES: [NH2:1][C:2]1[CH:7]=[CH:6][C:5]([CH2:8][CH2:9][O:10][C:11]2[CH:12]=[CH:13][C:14]3[N:18]=[C:17]([CH2:19][O:20][C:21]4[CH:34]=[CH:33][C:24]([CH2:25][CH:26]5[S:30][C:29](=[O:31])[NH:28][C:27]5=[O:32])=[CH:23][CH:22]=4)[N:16]([CH3:35])[C:15]=3[CH:36]=2)=[CH:4][CH:3]=1.[F:37][C:38]([F:49])([F:48])[C:39]1[CH:44]=[CH:43][C:42]([N:45]=[C:46]=[O:47])=[CH:41][CH:40]=1>CN(C)C=O>[O:31]=[C:29]1[NH:28][C:27](=[O:32])[CH:26]([CH2:25][C:24]2[CH:33]=[CH:34][C:21]([O:20][CH2:19][C:17]3[N:16]([CH3:35])[C:15]4[CH:36]=[C:11]([O:10][CH2:9][CH2:8][C:5]5[CH:6]=[CH:7][C:2]([NH:1][C:46]([NH:45][C:42]6[CH:41]=[CH:40][C:39]([C:38]([F:37])([F:48])[F:49])=[CH:44][CH:43]=6)=[O:47])=[CH:3][CH:4]=5)[CH:12]=[CH:13][C:14]=4[N:18]=3)=[CH:22][CH:23]=2)[S:30]1. Reported procedure: To a mixture of 5-[4-[6-[2-(4-aminophenyl)ethoxy]-1-methyl-1H-benzimidazol-2-ylmethoxy]benzyl]thiazolidine-2,4-dione (0.4 g) and N,N-dimethylformamide (10 ml) was added α,α,α-trifluoro-p-tolyl isocyanate (0.17 g) and the mixture was stirred at room temperature for 2 hours and allowed to stand overnight. The reaction mixture was partitioned between ethyl acetate and water. The extract was washed with saturated aqueous sodium chloride solution, dried over anhydrous sodium sulfate and then concentr... Reactants: ClC=1C=CC=2C3=CC=CC=C3C(N(C2C1)C(C1=CC(=CC=C1)OC)=O)C.ClC1=CC(=C(C=C1)C1=C(C=CC=C1)C(C)NC(C1=CC(=CC=C1)OC)=O)F (3-chloro-5-(3-methoxybenzoyl)-6-methyl-5,6-dihydrophenanthridine N-[1-(4′-Chloro-2′-fluoro-biphenyl-2-yl)-ethyl]-3-methoxy-benzamide). The solvent is C1CCOC1 (THF). Reaction conditions: temperature 70 celsius. Yields the product ClC=1C=CC=2C3=CC=CC=C3C(N(C2C1)C(=O)C=1C=C(C=CC1)O)C (3-[(3-chloro-6-methylphenanthridin-5(6H)-yl)carbonyl]phenol). The yield is 56.9%. Reaction SMILES: [Cl:1][C:2]1[CH:3]=[CH:4][C:5]2[C:6]3[C:11]([CH:12]([CH3:26])[N:13]([C:16](=[O:25])[C:17]4[CH:22]=[CH:21][CH:20]=[C:19]([O:23]C)[CH:18]=4)[C:14]=2[CH:15]=1)=[CH:10][CH:9]=[CH:8][CH:7]=3.ClC1C=CC(C2C=CC=CC=2C(NC(=O)C2C=CC=C(OC)C=2)C)=C(F)C=1>C1COCC1>[Cl:1][C:2]1[CH:3]=[CH:4][C:5]2[C:6]3[C:11]([CH:12]([CH3:26])[N:13]([C:16]([C:17]4[CH:18]=[C:19]([OH:23])[CH:20]=[CH:21][CH:22]=4)=[O:25])[C:14]=2[CH:15]=1)=[CH:10][CH:9]=[CH:8][CH:7]=3 |f:0.1|. Reported procedure: 3-chloro-5-(3-methoxybenzoyl)-6-methyl-5,6-dihydrophenanthridine—N-[1-(4′-Chloro-2′-fluoro-biphenyl-2-yl)-ethyl]-3-methoxy-benzamide (1.04 g, 2.7 mmol) was dissolved in anhydrous THF (10 mL) and the vial was capped and purged with an inert atmosphere. Lithium bis(trimethylsilyl)amide (4.1 mL, 1M in THF) was added to the solution and the mixture heated (70° C). The reaction progress was monitored by LCMS and heating was discontinued upon the expense of the starting material. The THF was removed a... The reactants are BrC1C2C(C(=O)NC2=O)CCC1Br (3,4-Dibromohexahydrophthalimide), N1=CC=CC=C1 (pyridine), ClC1=C(C(=O)Cl)C=C(C=C1Cl)Cl (2,3,5-Trichlorobenzoyl chloride). The solvent is C1=CC=CC=C1 (benzene). Product: ClC1=C(C(=O)N2C(C3C(C2=O)C(C(CC3)Br)Br)=O)C=C(C=C1Cl)Cl (N-(2,3,5-trichlorobenzoyl)-3,4-dibromohexahydrophthalimide). As a reaction SMILES: [Br:1][CH:2]1[CH:12]([Br:13])[CH2:11][CH2:10][CH:4]2[C:5]([NH:7][C:8](=[O:9])[CH:3]12)=[O:6].N1C=CC=CC=1.[Cl:20][C:21]1[C:29]([Cl:30])=[CH:28][C:27]([Cl:31])=[CH:26][C:22]=1[C:23](Cl)=[O:24]>C1C=CC=CC=1>[Cl:20][C:21]1[C:29]([Cl:30])=[CH:28][C:27]([Cl:31])=[CH:26][C:22]=1[C:23]([N:7]1[C:8](=[O:9])[CH:3]2[CH:2]([Br:1])[CH:12]([Br:13])[CH2:11][CH2:10][CH:4]2[C:5]1=[O:6])=[O:24]. Procedure: 3,4-Dibromohexahydrophthalimide (0.10 mole), benzene (300 ml) and pyridine (0.11 mole) are charged into a glass reaction vessel equipped with a mechanical stirrer, thermometer and reflux condenser. 2,3,5-Trichlorobenzoyl chloride (0.10 mole) is then added dropwise to the flask with stirring at room temperature. After the addition is completed the reaction mixture is heated at reflux with continued stirring for a period of about 1 hour. After this time the reaction mixture is filtered and the fil... The reactants are O=C(OOC(=O)c1ccccc1)c1ccccc1, ClC(Cl)(Cl)Cl, CCOC(=O)c1nc(C)c2c(-c3ccc(OC)cc3)noc2c1OC(=O)C(C)(C)C, ClCCl, O=C1CCC(=O)N1Br. Product: CCOC(=O)c1nc(CBr)c2c(-c3ccc(OC)cc3)noc2c1OC(=O)C(C)(C)C. Reaction SMILES: [C:39]([O:40][O:41][C:42](=[O:43])[c:44]1[cH:45][cH:46][cH:47][cH:48][cH:49]1)(=[O:50])[c:51]1[cH:52][cH:53][cH:54][cH:55][cH:56]1.[C:57]([Cl:58])([Cl:59])([Cl:60])[Cl:61].[CH3:1][O:2][c:3]1[cH:4][cH:5][c:6](-[c:9]2[n:10][o:11][c:12]3[c:13]2[c:14]([CH3:30])[n:15][c:16]([C:25](=[O:26])[O:27][CH2:28][CH3:29])[c:17]3[O:18][C:19]([C:20]([CH3:21])([CH3:22])[CH3:23])=[O:24])[cH:7][cH:8]1.[Cl:62][CH2:63][Cl:64].[O:31]=[C:32]1[N:33]([Br:38])[C:34](=[O:35])[CH2:36][CH2:37]1>>[CH3:1][O:2][c:3]1[cH:4][cH:5][c:6](-[c:9]2[n:10][o:11][c:12]3[c:13]2[c:14]([CH2:30][Br:38])[n:15][c:16]([C:25](=[O:26])[O:27][CH2:28][CH3:29])[c:17]3[O:18][C:19]([C:20]([CH3:21])([CH3:22])[CH3:23])=[O:24])[cH:7][cH:8]1. The reactants are CSC(C)(C)C1=NCN(C(C)C)C(=O)O1, ClC(Cl)Cl, O=C(OO)c1cccc(Cl)c1. The product is CC(C)N1CN=C(C(C)(C)S(C)=O)OC1=O. RXN SMILES: [CH3:1][C:2]([CH3:3])([S:4][CH3:5])[C:6]1=[N:7][CH2:8][N:9]([CH:13]([CH3:14])[CH3:15])[C:10](=[O:12])[O:11]1.[CH:27]([Cl:28])([Cl:29])[Cl:30].[Cl:16][c:17]1[cH:18][cH:19][cH:20][c:21]([C:22]([O:23][OH:25])=[O:24])[cH:26]1>>[CH3:1][C:2]([CH3:3])([S:4]([CH3:5])=[O:24])[C:6]1=[N:7][CH2:8][N:9]([CH:13]([CH3:14])[CH3:15])[C:10](=[O:12])[O:11]1. Starting materials: [N+](=O)([O-])C=1C=C(CN)C=CC1 (3-nitrobenzylamine), ClC=1N=C(C2=C(N1)SC=C2C)Cl (2,4-dichloro-5-methyl-thieno-[2,3-d]-pyrimidine). Yields the product ClC=1N=C(C2=C(N1)SC=C2C)NCC2=CC(=CC=C2)[N+](=O)[O-] (2-chloro-5-methyl-4-(3-nitrobenzylamino)-thieno-[2,3-d]-pyrimidine). Reaction SMILES: [N+:1]([C:4]1[CH:5]=[C:6]([CH:9]=[CH:10][CH:11]=1)[CH2:7][NH2:8])([O-:3])=[O:2].[Cl:12][C:13]1[N:14]=[C:15](Cl)[C:16]2[C:21]([CH3:22])=[CH:20][S:19][C:17]=2[N:18]=1>>[Cl:12][C:13]1[N:14]=[C:15]([NH:8][CH2:7][C:6]2[CH:9]=[CH:10][CH:11]=[C:4]([N+:1]([O-:3])=[O:2])[CH:5]=2)[C:16]2[C:21]([CH3:22])=[CH:20][S:19][C:17]=2[N:18]=1. Procedure details: Following the procedure of Example 1, the reaction of 3-nitrobenzylamine with 2,4-dichloro-5-methyl-thieno-[2,3-d]-pyrimidine yields 2-chloro-5-methyl-4-(3-nitrobenzylamino)-thieno-[2,3-d]-pyrimidine. Reactants: NC1=C2C(=C(C=C1Cl)C(C=CC1=CC=NC=C1)=O)OCCO2 (1-(4-amino-5-chloro-2,3-ethylenedioxyphenyl)-3-(pyridin-4-yl)-2-propen-1-one). Reagents/catalysts: [Pd] (palladium on carbon). Solvent: C1CCOC1 (THF). Product: NC1=C2C(=C(C=C1Cl)CCCC1=CC=NC=C1)OCCO2 (1-(4-amino-5-chloro-2,3-ethylenedioxyphenyl)-3-(pyridin-4-yl)propan). As a reaction SMILES: [NH2:1][C:2]1[C:7]([Cl:8])=[CH:6][C:5]([C:9](=O)[CH:10]=[CH:11][C:12]2[CH:17]=[CH:16][N:15]=[CH:14][CH:13]=2)=[C:4]2[O:19][CH2:20][CH2:21][O:22][C:3]=12>C1COCC1.[Pd]>[NH2:1][C:2]1[C:7]([Cl:8])=[CH:6][C:5]([CH2:9][CH2:10][CH2:11][C:12]2[CH:17]=[CH:16][N:15]=[CH:14][CH:13]=2)=[C:4]2[O:19][CH2:20][CH2:21][O:22][C:3]=12. Procedure: A solution of 1-(4-amino-5-chloro-2,3-ethylenedioxyphenyl)-3-(pyridin-4-yl)-2-propen-1-one (1.55 g, 5 mmol) in 50 mL of THF was hydrogenated over 5% palladium on carbon (0.5 g) for approximately 2 hours. The mixture was filtered and concentrated by rotary evaporation. Purification of the residue by silica gel chromatography (2% CH3OH--CH2 +0.1% NH4OH) gave 1-(4-amino-5-chloro-2,3-ethylenedioxyphenyl)-3-(pyridin-4-yl)propan.-1-one (1.23 g, 3.8 mmol) The reactants are [Al+3], C1CCOC1, [H-], [H-], [H-], [H-], [Li+], O=C1COc2cccnc2N1. Product: c1cnc2c(c1)OCCN2. As a reaction SMILES: [Al+3:13].[CH2:18]1[O:19][CH2:20][CH2:21][CH2:22]1.[H-:12].[H-:15].[H-:16].[H-:17].[Li+:14].[O:1]1[c:2]2[c:3]([n:8][cH:9][cH:10][cH:11]2)[NH:4][C:5](=[O:7])[CH2:6]1>>[O:1]1[c:2]2[c:3]([n:8][cH:9][cH:10][cH:11]2)[NH:4][CH2:5][CH2:6]1. Starting materials: CCOC(=O)CCCBr, O=C([O-])[O-], CCCC(CCCCCCC(=O)c1c[nH]c2ccccc12)c1ccc(CC(C)C)cc1, CN(C)C=O, [K+], [K+]. Product: CCCC(CCCCCCC(=O)c1cn(CCCC(=O)OCC)c2ccccc12)c1ccc(CC(C)C)cc1. As a reaction SMILES: [Br:32][CH2:33][CH2:34][CH2:35][C:36](=[O:37])[O:38][CH2:39][CH3:40].[C:41](=[O:42])([O-:43])[O-:44].[CH2:1]([CH:2]([CH3:3])[CH3:4])[c:5]1[cH:6][cH:7][c:8]([CH:11]([CH2:12][CH2:13][CH2:14][CH2:15][CH2:16][CH2:17][C:18](=[O:19])[c:20]2[cH:21][nH:22][c:23]3[cH:24][cH:25][cH:26][cH:27][c:28]23)[CH2:29][CH2:30][CH3:31])[cH:9][cH:10]1.[CH3:47][N:48]([CH3:49])[CH:50]=[O:51].[K+:45].[K+:46]>>[CH2:1]([CH:2]([CH3:3])[CH3:4])[c:5]1[cH:6][cH:7][c:8]([CH:11]([CH2:12][CH2:13][CH2:14][CH2:15][CH2:16][CH2:17][C:18](=[O:19])[c:20]2[cH:21][n:22]([CH2:33][CH2:34][CH2:35][C:36](=[O:37])[O:38][CH2:39][CH3:40])[c:23]3[cH:24][cH:25][cH:26][cH:27][c:28]23)[CH2:29][CH2:30][CH3:31])[cH:9][cH:10]1.